Task: describe an organic reaction: reactants, conditions, products, and yield. Dataset: the Open Reaction Database (ORD), a public repository of structured organic reaction records Starting materials: O=C([O-])[O-], CC(C)=CCCC(C)=CCBr, [K+], [K+], CN(C)C=O, O, COC(=O)c1ccc(O)cc1O. Product: COC(=O)c1ccc(OCC=C(C)CCC=C(C)C)cc1O. RXN SMILES: [C:18](=[O:19])([O-:20])[O-:21].[CH2:24]([CH:25]=[C:26]([CH3:27])[CH2:28][CH2:29][CH:30]=[C:31]([CH3:32])[CH3:33])[Br:34].[K+:22].[K+:23].[O:1]=[CH:2][N:3]([CH3:4])[CH3:5].[OH2:35].[OH:6][c:7]1[c:8]([C:9](=[O:10])[O:11][CH3:12])[cH:13][cH:14][c:15]([OH:17])[cH:16]1>>[OH:6][c:7]1[c:8]([C:9](=[O:10])[O:11][CH3:12])[cH:13][cH:14][c:15]([O:17][CH2:24][CH:25]=[C:26]([CH3:27])[CH2:28][CH2:29][CH:30]=[C:31]([CH3:32])[CH3:33])[cH:16]1. Reactants: C(=O)(O)[O-].[Na+] (NaHCO3), COC(=O)CC[C@@H](C(=O)O)N (L-glutamic acid γ-methyl ester), ClC(=O)OCC1=CC=CC=C1 (benzyl chloroformate). Solvent: O (water). Run at temperature 60 celsius. Yields the product C(C1=CC=CC=C1)OC(=O)N[C@@H](CCC(=O)OC)C(=O)O (N-((benzyloxy)carbonyl)-5-O-methyl-L-glutamic acid). Isolated yield 92.0%. RXN SMILES: [CH3:1][O:2][C:3]([CH2:5][CH2:6][C@H:7]([NH2:11])[C:8]([OH:10])=[O:9])=[O:4].C([O-])(O)=O.[Na+].Cl[C:18]([O:20][CH2:21][C:22]1[CH:27]=[CH:26][CH:25]=[CH:24][CH:23]=1)=[O:19]>O>[CH2:21]([O:20][C:18]([NH:11][C@H:7]([C:8]([OH:10])=[O:9])[CH2:6][CH2:5][C:3]([O:2][CH3:1])=[O:4])=[O:19])[C:22]1[CH:27]=[CH:26][CH:25]=[CH:24][CH:23]=1 |f:1.2|. Reported procedure: To a 1 L 3-necked flask equipped with a thermometer and a magnetic stirrer were added 4.90 g of L-glutamic acid γ-methyl ester (Sigma) and 200 mL of water. The solution was heated to 60° C., treated with 6.40 g of NaHCO3 followed by 5.20 mL of benzyl chloroformate (Aldrich) and allowed to cool to RT with vigorous stirring. After 4 h the reaction mixture was extracted with ethyl ether (4×100 mL) and the ether extracts were discarded. The aqueous solution was acidified to a congo red endpoint by a... Starting materials: ClCCl, O=C1OCCN1c1cccc(CCO)c1. The product is O=CCc1cccc(N2CCOC2=O)c1. Reaction SMILES: [Cl:16][CH2:17][Cl:18].[OH:1][CH2:2][CH2:3][c:4]1[cH:5][c:6]([N:10]2[C:11](=[O:15])[O:12][CH2:13][CH2:14]2)[cH:7][cH:8][cH:9]1>>[O:1]=[CH:2][CH2:3][c:4]1[cH:5][c:6]([N:10]2[C:11](=[O:15])[O:12][CH2:13][CH2:14]2)[cH:7][cH:8][cH:9]1. As a reaction SMILES: [CH3:43][CH2:44][OH:45].[Cl-:34].[F:1][c:2]1[c:3]([O:4][c:5]2[c:6]([C:11]#[C:12][C:13]3=[CH:14][CH2:15][CH:16]([NH:19][C:20]([O:21][C:22]([CH3:23])([CH3:24])[CH3:25])=[O:26])[CH2:17][CH2:18]3)[cH:7][n:8][cH:9][cH:10]2)[cH:27][cH:28][c:29]([N+:31]([O-:32])=[O:33])[cH:30]1.[Fe:42].[NH4+:35].[O:36]=[CH:37][N:38]([CH3:39])[CH3:40].[OH2:41]>>[F:1][c:2]1[c:3]([O:4][c:5]2[c:6]([C:11]#[C:12][C:13]3=[CH:14][CH2:15][CH:16]([NH:19][C:20]([O:21][C:22]([CH3:23])([CH3:24])[CH3:25])=[O:26])[CH2:17][CH2:18]3)[cH:7][n:8][cH:9][cH:10]2)[cH:27][cH:28][c:29]([NH2:31])[cH:30]1. The reactants are CCO, [Cl-], CC(C)(C)OC(=O)NC1CC=C(C#Cc2cnccc2Oc2ccc([N+](=O)[O-])cc2F)CC1, [Fe], [NH4+], CN(C)C=O, O. The product is CC(C)(C)OC(=O)NC1CC=C(C#Cc2cnccc2Oc2ccc(N)cc2F)CC1.